describe an organic reaction: reactants, conditions, products, and yield From a dataset of the Open Reaction Database (ORD), a public repository of structured organic reaction records. Starting materials: C1CCOC1, COCCl, Cl, [H-], [Na+], Oc1ccc(O)cc1. Yields the product COCOc1ccc(O)cc1. Reaction SMILES: [CH2:16]1[O:17][CH2:18][CH2:19][CH2:20]1.[CH3:11][O:12][CH2:13][Cl:14].[ClH:15].[H-:1].[Na+:2].[OH:3][c:4]1[cH:5][cH:6][c:7]([OH:8])[cH:9][cH:10]1>>[O:3]([c:4]1[cH:5][cH:6][c:7]([OH:8])[cH:9][cH:10]1)[CH2:13][O:12][CH3:11]. The reactants are CC(C)([O-])C.[Na+] (Sodium tert-butoxide), CC(C)N1CCC(CC1)CC1CCNCC1 (1-(1-methylethyl)-4-(4-piperidinylmethyl)piperidine), BrC1=C(C=C(C=C1)C1=NC(=NO1)C)F (5-(4-bromo-3-fluorophenyl)-3-methyl-1,2,4-oxadiazole). Reagents/catalysts: CC(=O)O.CC(C)(C)P(C1=CC=CC=C1C2=CC=CC=[C-]2)C(C)(C)C.[Pd] (acetato(2′-di-tert-butylphosphino-1,1′-biphenyl-2-yl)palladium(II)). Solvent: C1(=CC=CC=C1)C (toluene). Conditions: temperature 80 celsius. The product is N (NH3), FC1=C(C=CC(=C1)C1=NC(=NO1)C)N1CCC(CC1)CC1CCN(CC1)C(C)C (1-[2-Fluoro-4-(3-methyl-1,2,4-oxadiazol-5-yl)phenyl]-4-{[1-(1-methylethyl)-4-piperidinyl]methyl}piperidine). Isolated yield 46.7%. Reaction SMILES: CC(C)([O-])C.[Na+].[CH3:7][CH:8]([N:10]1[CH2:15][CH2:14][CH:13]([CH2:16][CH:17]2[CH2:22][CH2:21][NH:20][CH2:19][CH2:18]2)[CH2:12][CH2:11]1)[CH3:9].Br[C:24]1[CH:29]=[CH:28][C:27]([C:30]2[O:34][N:33]=[C:32]([CH3:35])[N:31]=2)=[CH:26][C:25]=1[F:36]>C1(C)C=CC=CC=1.CC(O)=O.CC(P(C(C)(C)C)C1C(C2[C-]=CC=CC=2)=CC=CC=1)(C)C.[Pd]>[NH3:10].[F:36][C:25]1[CH:26]=[C:27]([C:30]2[O:34][N:33]=[C:32]([CH3:35])[N:31]=2)[CH:28]=[CH:29][C:24]=1[N:20]1[CH2:21][CH2:22][CH:17]([CH2:16][CH:13]2[CH2:12][CH2:11][N:10]([CH:8]([CH3:9])[CH3:7])[CH2:15][CH2:14]2)[CH2:18][CH2:19]1 |f:0.1,5.6.7|. Procedure details: Sodium tert-butoxide (0.084 g) was added to a solution 1-(1-methylethyl)-4-(4-piperidinylmethyl)piperidine (may be prepared as described in Description 4) (0.156 g), 5-(4-bromo-3-fluorophenyl)-3-methyl-1,2,4-oxadiazole (may be prepared as described in Description 15) (0.150 g) and acetato(2′-di-tert-butylphosphino-1,1′-biphenyl-2-yl)palladium(II) (0.023 g) in toluene (10 ml). The reaction mixture was heated under argon at 80° C. overnight. After cooling to room temperature, the reaction mixture ... Reactants: BrC=1C=C2C=NN(C2=C(C1)CBr)COCC[Si](C)(C)C (5-bromo-7-(bromomethyl)-1-((2-(trimethylsilyl)ethoxy)methyl)-1H-indazole), C(C)(=O)[O-].[K+] (potassium acetate). The solvent is C(C)OCC (diethyl ether), CN(C=O)C (dimethylformamide). Run at time 10 minute. The product is C(C)(=O)OCC=1C=C(C=C2C=NN(C12)COCC[Si](C)(C)C)Br ((5-Bromo-1-((2-(trimethylsilyl)ethoxy)methyl)-1H-indazol-7-yl)methyl acetate). As a reaction SMILES: [Br:1][C:2]1[CH:3]=[C:4]2[C:8](=[C:9]([CH2:11]Br)[CH:10]=1)[N:7]([CH2:13][O:14][CH2:15][CH2:16][Si:17]([CH3:20])([CH3:19])[CH3:18])[N:6]=[CH:5]2.[C:21]([O-:24])(=[O:23])[CH3:22].[K+]>CN(C)C=O.C(OCC)C>[C:21]([O:24][CH2:11][C:9]1[CH:10]=[C:2]([Br:1])[CH:3]=[C:4]2[C:8]=1[N:7]([CH2:13][O:14][CH2:15][CH2:16][Si:17]([CH3:20])([CH3:19])[CH3:18])[N:6]=[CH:5]2)(=[O:23])[CH3:22] |f:1.2|. Procedure details: To a solution of 5-bromo-7-(bromomethyl)-1-((2-(trimethylsilyl)ethoxy)methyl)-1H-indazole (940 mg, 2.237 mmol) in dimethylformamide (10 mL) at room temperature was added potassium acetate (659 mg, 6.71 mmol). After 10 min, the reaction was placed in a 40° C. bath and stirred for 1 h. The reaction was cooled to room temperature, diluted with diethyl ether, washed with water (2×), then brine, dried over magnesium sulfate, and concentrated to give 1.04 g (quant.) as a colorless oil. 1H-NMR (CDCl3, ... The reactants are BrCCCC=C (5-bromopent-1-ene), [Na+].[I-] (NaI), SC1=CN=NN1 (5-mercapto-1H-1,2,3-triazole). The solvent is CO (MeOH). Conditions: time 12 hour. Yields the product C(CCC=C)SC1=CN=NN1 (5-(pent-4-enylthio)-1H-1,2,3-triazole). Yield: 47.3%. Reaction SMILES: Br[CH2:2][CH2:3][CH2:4][CH:5]=[CH2:6].[Na+].[I-].[SH:9][C:10]1[NH:14][N:13]=[N:12][CH:11]=1>CO>[CH2:2]([S:9][C:10]1[NH:14][N:13]=[N:12][CH:11]=1)[CH2:3][CH2:4][CH:5]=[CH2:6] |f:1.2|. Reported procedure: 5-bromopent-1-ene (10 mmol) and NaI were dissolved in 30 ml MeOH and stirred at room temperature for 12 h. 10 mmol 5-mercapto-1H-1,2,3-triazole (sodium salt) was added to above solution and further stirred for 24 hours. After the solvent MeOH was evaporated in vacuum, a mixture of hexane and ethyl acetate (1/1 in volume) 100 ml was added and stirred for 5 minutes. The precipitate was removed by filtration. The solvent in the filtrate was removed in vacuum. The residual was separated with a Si ge... The reactants are [H-].[Na+] (sodium hydride), O (water), BrC1=CC=CC(=N1)CO ((6-bromo-pyridin-2-yl)-methanol), CI (methyl iodide). Solvent: O1CCCC1 (tetrahydrofuran), [Cl-].[Na+].O (brine), C(C)(=O)OCC (ethyl acetate), O1CCCC1 (tetrahydrofuran). Reaction conditions: temperature 2.5 celsius. Product: BrC1=NC(=CC=C1)COC (2-bromo-6-methoxymethyl-pyridine). Yield: 93.0%. Reaction SMILES: [Br:1][C:2]1[N:7]=[C:6]([CH2:8][OH:9])[CH:5]=[CH:4][CH:3]=1.[H-].[Na+].[CH3:12]I.O>O1CCCC1.[Cl-].[Na+].O.C(OCC)(=O)C>[Br:1][C:2]1[CH:3]=[CH:4][CH:5]=[C:6]([CH2:8][O:9][CH3:12])[N:7]=1 |f:1.2,6.7.8|. Procedure: Add dropwise a solution of (6-bromo-pyridin-2-yl)-methanol (9.6; g, 51; mmol) in anhydrous tetrahydrofuran (29; mL) to a stirring suspension of sodium hydride (60% dispersion in oil, 2.45; g, 61; mmol) in anhydrous tetrahydrofuran (96; mL) cooled to 0-5° C. under nitrogen. After gas evolution ceases, add dropwise methyl iodide (10.9; mL, 77; mmol) and warm to room temperature over 1; hour. Add iced water (100; mL), dilute with brine (100; mL) and ethyl acetate (200; mL). Separate the layers. Ext... Reactants: [F-].C(CCC)[N+](CCCC)(CCCC)CCCC (tetrabutylammonium fluoride), O.O.O.[F-].C(CCC)[N+](CCCC)(CCCC)CCCC (Tetrabutylammonium fluoride trihydrate), FC(F)(F)[Si](C)(C)C ((trifluoromethyl)trimethylsilane), solution, BrC1=CC(=C(C=C1)C(C(=O)C1=CC2=C(N(C(N2C)=O)C)C=C1)C)Cl (5-[2-(4-bromo-2-chloro-phenyl)-propionyl]-1,3-dimethyl-1,3-dihydro-benzoimidazol-2-one). The solvent is C1CCOC1 (THF), CO (MeOH), C1CCOC1 (THF), C1CCOC1 (THF), O (Water). Reaction conditions: time 30 minute. Product: BrC1=CC(=C(C=C1)C(C(C(F)(F)F)(O)C1=CC2=C(N(C(N2C)=O)C)C=C1)C)Cl (5-[2-(4-Bromo-2-chloro-phenyl)-1-hydroxy-1-trifluoromethyl-propyl]-1,3-dimethyl-1,3-dihydro-benzoimidazol-2-one). Reaction SMILES: O.O.O.[F-].C([N+](CCCC)(CCCC)CCCC)CCC.[F:22][C:23]([Si](C)(C)C)([F:25])[F:24].[Br:30][C:31]1[CH:36]=[CH:35][C:34]([CH:37]([CH3:52])[C:38]([C:40]2[CH:51]=[CH:50][C:43]3[N:44]([CH3:49])[C:45](=[O:48])[N:46]([CH3:47])[C:42]=3[CH:41]=2)=[O:39])=[C:33]([Cl:53])[CH:32]=1.[F-].C([N+](CCCC)(CCCC)CCCC)CCC>C1COCC1.O.CO>[Br:30][C:31]1[CH:36]=[CH:35][C:34]([CH:37]([CH3:52])[C:38]([C:40]2[CH:51]=[CH:50][C:43]3[N:44]([CH3:49])[C:45](=[O:48])[N:46]([CH3:47])[C:42]=3[CH:41]=2)([OH:39])[C:23]([F:25])([F:24])[F:22])=[C:33]([Cl:53])[CH:32]=1 |f:0.1.2.3.4,7.8|. Procedure details: Tetrabutylammonium fluoride trihydrate (31 mg) was added to a solution of (trifluoromethyl)trimethylsilane (1 ml of a 2M solution in THF) and 5-[2-(4-bromo-2-chloro-phenyl)-propionyl]-1,3-dimethyl-1,3-dihydro-benzoimidazol-2-one (410 mg) in THF (20 ml) at room temperature. The mixture was stirred for 30 min at room temperature. MeOH (1 ml) and 1M tetrabutylammonium fluoride in THF (1 ml) were added and the mixture was stirred 1 h at room temperature. Water (50 ml) was added and extracted with Et...